From a dataset of the Open Reaction Database (ORD), a public repository of structured organic reaction records. describe an organic reaction: reactants, conditions, products, and yield Starting materials: BrC=1SC(=C(N1)C(NC=1C=NN(C1[C@H]1OC[C@@H]([C@@H](CC1)NC(=O)OC(C)(C)C)F)C)=O)NC(OC(C)(C)C)=O (tert-butyl N-[2-bromo-4-[[5-[(2S,5R,6R)-5-(tert-butoxycarbonylamino)-6-fluoro-oxepan-2-yl]-1-methyl-pyrazol-4-yl]carbamoyl]thiazol-5-yl]carbamate), BrC=1SC(=C(N1)C(NC=1C=NN(C1[C@H]1OC[C@@H]([C@@H](CC1)NC(=O)OC(C)(C)C)F)C)=O)NC(OC(C)(C)C)=O (tert-butyl N-[2-bromo-4-[[5-[(2S,5R,6R)-5-(tert-butoxycarbonylamino)-6-fluoro-oxepan-2-yl]-1-methyl-pyrazol-4-yl]carbamoyl]thiazol-5-yl]carbamate), C(C)(C)N1N=CC(=C1)B(O)O ((1-isopropyl-1H-pyrazol-4-yl)boronic acid). Yields the product NC1=C(N=C(S1)C=1C=NN(C1)C(C)C)C(=O)NC=1C=NN(C1[C@H]1OC[C@@H]([C@@H](CC1)N)F)C (5-amino-N-(5-((2S,5R,6R)-5-amino-6-fluorooxepan-2-yl)-1-methyl-1H-pyrazol-4-yl)-2-(1-isopropyl-1H-pyrazol-4-yl)thiazole-4-carboxamide). As a reaction SMILES: Br[C:2]1[S:3][C:4]([NH:32]C(=O)OC(C)(C)C)=[C:5]([C:7](=[O:31])[NH:8][C:9]2[CH:10]=[N:11][N:12]([CH3:30])[C:13]=2[C@@H:14]2[CH2:20][CH2:19][C@@H:18]([NH:21]C(OC(C)(C)C)=O)[C@@H:17]([F:29])[CH2:16][O:15]2)[N:6]=1.[CH:40]([N:43]1[CH:47]=[C:46](B(O)O)[CH:45]=[N:44]1)([CH3:42])[CH3:41]>>[NH2:32][C:4]1[S:3][C:2]([C:46]2[CH:45]=[N:44][N:43]([CH:40]([CH3:42])[CH3:41])[CH:47]=2)=[N:6][C:5]=1[C:7]([NH:8][C:9]1[CH:10]=[N:11][N:12]([CH3:30])[C:13]=1[C@@H:14]1[CH2:20][CH2:19][C@@H:18]([NH2:21])[C@@H:17]([F:29])[CH2:16][O:15]1)=[O:31]. Procedure details: Following the procedure for Example 101 starting from tert-butyl N-[2-bromo-4-[[5-[(2S,5R,6R)-5-(tert-butoxycarbonylamino)-6-fluoro-oxepan-2-yl]-1-methyl-pyrazol-4-yl]carbamoyl]thiazol-5-yl]carbamate (Intermediate 88), and replacing 3,6-dihydro-2H-pyran-4-boronic acid pinacol ester with (1-isopropyl-1H-pyrazol-4-yl)boronic acid gave 256. 1H NMR (400 MHz, DMSO-d6) δ 9.37 (s, 1H), 8.15 (s, 1H), 7.83 (s, 1H), 7.77 (s, 1H), 7.25 (s, 2H), 5.12-4.80 (m, 2H), 4.60-4.45 (m, 1H), 4.18-3.95 (m, 2H), 3.72 ... The reactants are C1(=CC=CC=C1)S(=O)(=O)N1N=CC=2C(=CC(=CC12)[Sn](C)(C)C)N (1-(phenylsulfonyl)-6-(trimethylstannanyl)-1H-indazol-4-amine), BrC1=C2C=CN(C2=CC(=C1)F)S(=O)(=O)C1=CC=C(C=C1)[N+](=O)[O-] (4-bromo-6-fluoro-1-[(4-nitrophenyl)sulfonyl]-1H-indole). The reagents and catalysts are C=1C=CC(=CC1)[P](C=2C=CC=CC2)(C=3C=CC=CC3)[Pd]([P](C=4C=CC=CC4)(C=5C=CC=CC5)C=6C=CC=CC6)([P](C=7C=CC=CC7)(C=8C=CC=CC8)C=9C=CC=CC9)[P](C=1C=CC=CC1)(C=1C=CC=CC1)C=1C=CC=CC1 (Pd(PPh3)4). The solvent is CN(C)C=O (DMF). Conditions: temperature 120 celsius. Yields the product FC1=CC(=C2C=CN(C2=C1)S(=O)(=O)C1=CC=C(C=C1)[N+](=O)[O-])C=1C=C(C=2C=NN(C2C1)S(=O)(=O)C1=CC=CC=C1)N (6-{6-Fluoro-1-[(4-nitrophenyl)sulfonyl]-1H-indol-4-yl}-1-(phenylsulfonyl)-1H-indazol-4-amine). RXN SMILES: [C:1]1([S:7]([N:10]2[C:18]3[CH:17]=[C:16]([Sn](C)(C)C)[CH:15]=[C:14]([NH2:23])[C:13]=3[CH:12]=[N:11]2)(=[O:9])=[O:8])[CH:6]=[CH:5][CH:4]=[CH:3][CH:2]=1.Br[C:25]1[CH:33]=[C:32]([F:34])[CH:31]=[C:30]2[C:26]=1[CH:27]=[CH:28][N:29]2[S:35]([C:38]1[CH:43]=[CH:42][C:41]([N+:44]([O-:46])=[O:45])=[CH:40][CH:39]=1)(=[O:37])=[O:36]>CN(C=O)C.C1C=CC([P]([Pd]([P](C2C=CC=CC=2)(C2C=CC=CC=2)C2C=CC=CC=2)([P](C2C=CC=CC=2)(C2C=CC=CC=2)C2C=CC=CC=2)[P](C2C=CC=CC=2)(C2C=CC=CC=2)C2C=CC=CC=2)(C2C=CC=CC=2)C2C=CC=CC=2)=CC=1>[F:34][C:32]1[CH:31]=[C:30]2[C:26]([CH:27]=[CH:28][N:29]2[S:35]([C:38]2[CH:39]=[CH:40][C:41]([N+:44]([O-:46])=[O:45])=[CH:42][CH:43]=2)(=[O:36])=[O:37])=[C:25]([C:16]2[CH:15]=[C:14]([NH2:23])[C:13]3[CH:12]=[N:11][N:10]([S:7]([C:1]4[CH:6]=[CH:5][CH:4]=[CH:3][CH:2]=4)(=[O:9])=[O:8])[C:18]=3[CH:17]=2)[CH:33]=1 |^1:55,57,76,95|. Procedure: A mixture of 1-(phenylsulfonyl)-6-(trimethylstannanyl)-1H-indazol-4-amine (0.8 g), 4-bromo-6-fluoro-1-[(4-nitrophenyl)sulfonyl]-1H-indole (0.879 g) and Pd(PPh3)4 (0.212 g) in DMF (5 ml) was heated at 120° C. for 18 h. The solvent was removed in vacuo and the residue purified by silica cartridge (100 g) using a gradient of cyclohexane and ethyl acetate to give the title compound as an orange solid, 0.42 g.